Dataset: the Open Reaction Database (ORD), a public repository of structured organic reaction records. Task: describe an organic reaction: reactants, conditions, products, and yield The reactants are BrCC(=O)OC (methyl bromoacetate), C([O-])([O-])=O.[K+].[K+] (potassium carbonate), BrCC(=O)OC (methyl bromoacetate), NC1=C(C#N)C=CC(=C1)Cl (2-amino-4-chlorobenzonitrile). The solvent is CN(C=O)C (dimethylformamide), C(C)(=O)OCC (ethyl acetate). Yields the product C(=O)(OC)CNC1=C(C#N)C=CC(=C1)Cl (2-(Carbmethoxy)methylamino-4-chlorobenzonitrile). Isolated yield 36.7%. As a reaction SMILES: [NH2:1][C:2]1[CH:9]=[C:8]([Cl:10])[CH:7]=[CH:6][C:3]=1[C:4]#[N:5].C(=O)([O-])[O-].[K+].[K+].Br[CH2:18][C:19]([O:21][CH3:22])=[O:20]>CN(C)C=O.C(OCC)(=O)C>[C:19]([CH2:18][NH:1][C:2]1[CH:9]=[C:8]([Cl:10])[CH:7]=[CH:6][C:3]=1[C:4]#[N:5])([O:21][CH3:22])=[O:20] |f:1.2.3|. Reported procedure: Dissolve 2-amino-4-chlorobenzonitrile (12.9 g, 85 mmol) in anhydrous dimethylformamide (15 mL). Add potassium carbonate (7.6 g, 90 mmol) and methyl bromoacetate (7.8 mL, 90 mmol) and stir at 70° C. for 5 days. Add additional methyl bromoacetate (78 mL, 90 mmol) and continue heating for 1 day. Dilute with ethyl acetate (300 mL), wash with water, separate the organic phase and dry (MgSO4). Evaporate the solvent in vacuo and purify by flash chromatography (25% ethyl acetate/hexane). Recrystallize (...